Dataset: the Open Reaction Database (ORD), a public repository of structured organic reaction records. Task: describe an organic reaction: reactants, conditions, products, and yield RXN SMILES: [C:1]1(C)[CH:6]=[CH:5][CH:4]=[CH:3][CH:2]=1.Br[C:9]1[CH:10]=[CH:11][C:12]([O:17][C:18]2[CH:23]=[CH:22][C:21]([Cl:24])=[C:20]([Cl:25])[CH:19]=2)=[C:13]([CH:16]=1)[CH:14]=[O:15].C1(B(O)O)C=CC=CC=1.C([O-])([O-])=O.[Na+].[Na+]>O.C1C=CC([P]([Pd]([P](C2C=CC=CC=2)(C2C=CC=CC=2)C2C=CC=CC=2)([P](C2C=CC=CC=2)(C2C=CC=CC=2)C2C=CC=CC=2)[P](C2C=CC=CC=2)(C2C=CC=CC=2)C2C=CC=CC=2)(C2C=CC=CC=2)C2C=CC=CC=2)=CC=1.C(O)C>[Cl:25][C:20]1[CH:19]=[C:18]([CH:23]=[CH:22][C:21]=1[Cl:24])[O:17][C:12]1[CH:11]=[CH:10][C:9]([C:1]2[CH:6]=[CH:5][CH:4]=[CH:3][CH:2]=2)=[CH:16][C:13]=1[CH:14]=[O:15] |f:3.4.5,^1:45,47,66,85|. The reactants are C1(=CC=CC=C1)C (toluene), C(=O)([O-])[O-].[Na+].[Na+] (Na2CO3), BrC=1C=CC(=C(C=O)C1)OC1=CC(=C(C=C1)Cl)Cl (5-bromo-2-(3,4-dichlorophenoxy)-benzaldehyde), C1(=CC=CC=C1)B(O)O (phenylboronic acid). Solvent: O (water), C(C)O (ethanol). Product: ClC=1C=C(OC2=C(C=O)C=C(C=C2)C2=CC=CC=C2)C=CC1Cl (2-(3,4-Dichlorophenoxy)-5-phenyl-benzaldehyde). Reported procedure: Under N2 in a 50 mL round bottomed flask fitted with a magnetic stirrer were placed the following reactants in order: 15 mL of toluene, 500 mg (1.4 mmol) of 5-bromo-2-(3,4-dichlorophenoxy)-benzaldehyde (from Prepartion 1), 341 mg (2.8 mmol) of phenylboronic acid (Aldrich Chem. Co.), 1.5 mL of ethanol and 774 mg (5.6 mmol) of Na2CO3 in 3 mL of water. To this was added 45 mg (0.04 mmol) of tetrakis(triphenylphosphine)palladium (0) (Aldrich Chem. Co.), and the mixture was degassed with N2. The reac... The reagents and catalysts are C=1C=CC(=CC1)[P](C=2C=CC=CC2)(C=3C=CC=CC3)[Pd]([P](C=4C=CC=CC4)(C=5C=CC=CC5)C=6C=CC=CC6)([P](C=7C=CC=CC7)(C=8C=CC=CC8)C=9C=CC=CC9)[P](C=1C=CC=CC1)(C=1C=CC=CC1)C=1C=CC=CC1 (tetrakis(triphenylphosphine)palladium). Reaction SMILES: [N:1]([CH2:4][C@H:5]1[O:9][C@@H:8]([N:10]2[CH:18]=[C:16]([CH3:17])[C:14](=[O:15])[NH:13][C:11]2=[O:12])[CH2:7][C@@H:6]1[OH:19])=[N+]=[N-]>CO.[H][H]>[NH2:1][CH2:4][C@H:5]1[O:9][C@@H:8]([N:10]2[CH:18]=[C:16]([CH3:17])[C:14](=[O:15])[NH:13][C:11]2=[O:12])[CH2:7][C@@H:6]1[OH:19]. The product is NC[C@@H]1[C@H](C[C@@H](O1)N1C(=O)NC(=O)C(C)=C1)O (5′-amino-5′-deoxythymidine). The reactants are N(=[N+]=[N-])C[C@@H]1[C@H](C[C@@H](O1)N1C(=O)NC(=O)C(C)=C1)O (5′-azido-5′-deoxythymidine). Run in CO (methanol). Procedure details: The thus-obtained 5′-azido-5′-deoxythymidine was then dissolved in methanol and reduced with hydrogen using 10% palladium/carbon as a catalyst, whereby 5′-amino-5′-deoxythymidine was obtained. Yield 1.734 g, 71.6%. The reagents and catalysts are [H][H] (hydrogen).